From a dataset of the Open Reaction Database (ORD), a public repository of structured organic reaction records. describe an organic reaction: reactants, conditions, products, and yield Reactants: C1COCCO1, COc1cc(-c2cn(C3CCCC3)c3ncnc(Cl)c23)ccc1N, N. Product: COc1cc(-c2cn(C3CCCC3)c3ncnc(N)c23)ccc1N. As a reaction SMILES: [CH2:26]1[O:27][CH2:28][CH2:29][O:30][CH2:31]1.[Cl:1][c:2]1[c:3]2[c:4]([n:5][cH:6][n:7]1)[n:8]([CH:20]1[CH2:21][CH2:22][CH2:23][CH2:24]1)[cH:9][c:10]2-[c:11]1[cH:12][c:13]([O:18][CH3:19])[c:14]([NH2:15])[cH:16][cH:17]1.[NH3:25]>>[c:2]1([NH2:25])[c:3]2[c:4]([n:5][cH:6][n:7]1)[n:8]([CH:20]1[CH2:21][CH2:22][CH2:23][CH2:24]1)[cH:9][c:10]2-[c:11]1[cH:12][c:13]([O:18][CH3:19])[c:14]([NH2:15])[cH:16][cH:17]1.